From a dataset of the Open Reaction Database (ORD), a public repository of structured organic reaction records. describe an organic reaction: reactants, conditions, products, and yield Reactants: CC#N, Fc1ccc(-c2ccc(OCCN3CCOCC3)cc2)cn1, O=C(Cc1ccc(-c2ccc(OCCN3CCOCC3)cc2)cn1)NCc1ccccc1. Yields the product N#CCc1ccc(-c2ccc(OCCN3CCOCC3)cc2)cn1. RXN SMILES: [CH3:55][C:56]#[N:57].[F:33][c:34]1[n:35][cH:36][c:37](-[c:38]2[cH:39][cH:40][c:41]([O:42][CH2:43][CH2:44][N:45]3[CH2:46][CH2:47][O:48][CH2:49][CH2:50]3)[cH:51][cH:52]2)[cH:53][cH:54]1.[O:1]1[CH2:2][CH2:3][N:4]([CH2:7][CH2:8][O:9][c:10]2[cH:11][cH:12][c:13](-[c:16]3[cH:17][cH:18][c:19]([CH2:22][C:23]([NH:25][CH2:24][c:26]4[cH:27][cH:28][cH:29][cH:30][cH:31]4)=[O:32])[n:20][cH:21]3)[cH:14][cH:15]2)[CH2:5][CH2:6]1>>[O:1]1[CH2:2][CH2:3][N:4]([CH2:7][CH2:8][O:9][c:10]2[cH:11][cH:12][c:13](-[c:16]3[cH:17][cH:18][c:19]([CH2:22][C:23]#[N:25])[n:20][cH:21]3)[cH:14][cH:15]2)[CH2:5][CH2:6]1. Starting materials: CO, NN, O, COc1ccc(C(=O)Nc2cccnc2)c2c1oc1ccc([N+](=O)[O-])cc12. Yields the product COc1ccc(C(=O)Nc2cccnc2)c2c1oc1ccc(N)cc12. Reaction SMILES: [CH3:31][OH:32].[NH2:29][NH2:30].[OH2:28].[n:1]1[cH:2][c:3]([NH:7][C:8](=[O:9])[c:10]2[cH:11][cH:12][c:13]([O:26][CH3:27])[c:14]3[o:15][c:16]4[c:17]([c:18]23)[cH:19][c:20]([N+:23]([O-:24])=[O:25])[cH:21][cH:22]4)[cH:4][cH:5][cH:6]1>>[n:1]1[cH:2][c:3]([NH:7][C:8](=[O:9])[c:10]2[cH:11][cH:12][c:13]([O:26][CH3:27])[c:14]3[o:15][c:16]4[c:17]([c:18]23)[cH:19][c:20]([NH2:23])[cH:21][cH:22]4)[cH:4][cH:5][cH:6]1. Starting materials: O=C(O)CC1CCn2c1cc1cc(OCc3ccc(C4CCCC4)c(C(F)(F)F)c3)ccc12, O=C1CCC(=O)N1Cl, ClCCl. Yields the product O=C(O)CC1CCn2c1c(Cl)c1cc(OCc3ccc(C4CCCC4)c(C(F)(F)F)c3)ccc12. Reaction SMILES: [CH:1]1([c:6]2[c:7]([C:30]([F:31])([F:32])[F:33])[cH:8][c:9]([CH2:10][O:11][c:12]3[cH:13][c:14]4[cH:15][c:16]5[n:17]([c:18]4[cH:19][cH:20]3)[CH2:21][CH2:22][CH:23]5[CH2:24][C:25](=[O:26])[OH:27])[cH:28][cH:29]2)[CH2:2][CH2:3][CH2:4][CH2:5]1.[Cl:34][N:35]1[C:36](=[O:37])[CH2:38][CH2:39][C:40]1=[O:41].[Cl:42][CH2:43][Cl:44]>>[CH:1]1([c:6]2[c:7]([C:30]([F:31])([F:32])[F:33])[cH:8][c:9]([CH2:10][O:11][c:12]3[cH:13][c:14]4[c:15]([Cl:34])[c:16]5[n:17]([c:18]4[cH:19][cH:20]3)[CH2:21][CH2:22][CH:23]5[CH2:24][C:25](=[O:26])[OH:27])[cH:28][cH:29]2)[CH2:2][CH2:3][CH2:4][CH2:5]1.